From a dataset of the Open Reaction Database (ORD), a public repository of structured organic reaction records. describe an organic reaction: reactants, conditions, products, and yield Reactants: [Cl-].C(C)[N+]1(CC(C1)O)CC (1,1-diethyl-3-hydroxy azetidinium chloride), C(CS)(=O)O (thioglycolic acid), Cl (HCl), 16g, [OH-].[Na+] (NaOH). Solvent: O (water), CC(=O)C (acetone), O (water), O (water), O (water). Conditions: temperature 70 celsius. Yields the product C(C)N(CC(CSCC(=O)O)O)CC (6-diethylamino-5-hydroxy-3-thia hexanoic acid). Yield: 66.1%. RXN SMILES: [C:1]([OH:5])(=[O:4])[CH2:2][SH:3].[OH-].[Na+].[Cl-].[CH2:9]([N+:11]1([CH2:16][CH3:17])[CH2:14][CH:13]([OH:15])[CH2:12]1)[CH3:10].Cl>O.CC(C)=O>[CH2:9]([N:11]([CH2:16][CH3:17])[CH2:12][CH:13]([OH:15])[CH2:14][S:3][CH2:2][C:1]([OH:5])=[O:4])[CH3:10] |f:1.2,3.4|. Procedure: Into a solution of 18.4g of thioglycolic acid in 50cc of water neutralized by 16g of NaOH in 60cc of water, there is poured a solution of 33.1g of 1,1-diethyl-3-hydroxy azetidinium chloride in 90cc of water. The resulting mixture is heated for 5 hours at 70° C under a nitrogen atmosphere, at which time it is then neutralized by the addition thereto of 16.5cc of 12N HCl. The water is then expelled by distilling the reaction mixture under a vacuum and the residue is then taken up in 200cc of isopr... The reactants are CC(C)(OC1=NC=C(C(=N1)OC(C)(C)C)C1(C2=C(CCC3=C1N=C(O3)C)C=C(C=C2)CC)O)C ((±)-4-(2,4-Bis(1,1-dimethylethoxy)pyrimidin-5-yl)-7-ethyl-2-methyl-9,10-dihydro-4H-benzo[5,6]cyclohepta[1,2-d]oxazol-4-ol), C(C)[SiH](CC)CC (triethylsilane), C([O-])(O)=O.[Na+] (sodium bicarbonate), B(F)(F)F.CCOCC (Boron trifluoride etherate). Solvent: ClCCl (dichloromethane). Reaction conditions: temperature 0 celsius, time 16 hour. The product is C(C)C=1C=CC2=C(CCC3=C(N=C(O3)C)C2C=2C(NC(NC2)=O)=O)C1 ((±)-5-(7-Ethyl-9,10-dihydro-2-methyl-4H-benzo[5,6]cyclohepta[1,2-d]oxazol-4-yl)-2,4(1H,3H)-pyrimidinedione). RXN SMILES: CC(C)([O:4][C:5]1[N:10]=[C:9]([O:11]C(C)(C)C)[C:8]([C:16]2(O)[C:22]3[N:23]=[C:24]([CH3:26])[O:25][C:21]=3[CH2:20][CH2:19][C:18]3[CH:27]=[C:28]([CH2:31][CH3:32])[CH:29]=[CH:30][C:17]2=3)=[CH:7][N:6]=1)C.C([SiH](CC)CC)C.B(F)(F)F.CCOCC.C(=O)(O)[O-].[Na+]>ClCCl>[CH2:31]([C:28]1[CH:29]=[CH:30][C:17]2[CH:16]([C:8]3[C:9](=[O:11])[NH:10][C:5](=[O:4])[NH:6][CH:7]=3)[C:22]3[N:23]=[C:24]([CH3:26])[O:25][C:21]=3[CH2:20][CH2:19][C:18]=2[CH:27]=1)[CH3:32] |f:2.3,4.5|. Reported procedure: A stirred solution of the product from step (i) (0.60 g) in dichloromethane (15 ml) was treated with triethylsilane (0.225 ml) and cooled to 0° C. Boron trifluoride etherate (0.65 ml) was added in four equal portions at 5 minute intervals and the reaction stirred at room temperature for 16 hours. The reaction was poured into saturated sodium bicarbonate solution (200 ml) and extracted with ethyl acetate. The extracts were dried (MgSO4) and evaporated to give a yellow solid which was purified by ... Reactants: FC(OC=1C=C2C(=NN(C2=CC1)CCCN(C)C)I)F (3-(5-(difluoromethoxy)-3-iodo-1H-indazol-1-yl)-N,N-dimethylpropan-1-amine), C(C)(C)[Mg]Cl (isopropylmagnesium chloride), C(CCC)[Sn](CCC)(Cl)CCCC (dibutylchloro (propyl)stannane). The solvent is C1CCOC1 (THF). Conditions: time 30 minute. The product is FC(OC=1C=C2C(=NNC2=CC1)[Sn](CCCC)(CCCC)CCCC)F (5-(Difluoromethoxy)-3-(tributylstannyl)-1H-indazole). RXN SMILES: [F:1][CH:2]([F:20])[O:3][C:4]1[CH:5]=[C:6]2[C:10](=[CH:11][CH:12]=1)[N:9](CCCN(C)C)[N:8]=[C:7]2I.[CH:21]([Mg]Cl)(C)C.[CH2:26]([Sn:30]([CH2:35][CH2:36][CH2:37][CH3:38])(Cl)[CH2:31][CH2:32][CH3:33])[CH2:27][CH2:28][CH3:29]>C1COCC1>[F:20][CH:2]([F:1])[O:3][C:4]1[CH:5]=[C:6]2[C:10](=[CH:11][CH:12]=1)[NH:9][N:8]=[C:7]2[Sn:30]([CH2:35][CH2:36][CH2:37][CH3:38])([CH2:31][CH2:32][CH2:33][CH3:21])[CH2:26][CH2:27][CH2:28][CH3:29]. Procedure: To a solution of 3-(5-(difluoromethoxy)-3-iodo-1H-indazol-1-yl)-N,N-dimethylpropan-1-amine (1.2 g, 2.78 mmol) in dry THF (25 mL) was added isopropylmagnesium chloride (1.5 mL, 2M in THF, 3 mmol) drop-wise at −16° C. under nitrogen atmosphere. The reaction was stirred for 30 minutes, then dibutylchloro (propyl)stannane (3.3 mL, 3.6 mmol) was added dropwise at −16° C. under nitrogen, then the reaction mixture was slowly warmed to room temperature and stirred for 2 hours. The reaction mixture was q... Reactants: NC=1C=CC2=C(NC(CCO2)=O)C1 (2-Amino-6,7-dihydro-9H-5-oxa-9-aza-benzocyclohepten-8-one), C(C)(C)O (Isopropyl alcohol), ClC1=NC=C(C(=N1)NC1=C(C(=O)NC)C=CC=C1F)Cl (2-(2,5-Dichloro-pyrimidin-4-ylamino)-3-fluoro-N-methyl-benzamide), C12(C(=O)CC(CC1)C2(C)C)CS(=O)(=O)O (10-Camphorsulfonic acid). Run in C(Cl)Cl (CH2Cl2). Product: ClC=1C(=NC(=NC1)NC=1C=CC2=C(NC(CCO2)=O)C1)NC1=C(C(=O)NC)C=CC=C1F (2-[5-Chloro-2-(8-oxo-6,7,8,9-tetrahydro-5-oxa-9-aza-benzocyclohepten-2-ylamino)-pyrimidin-4-ylamino]-3-fluoro-N-methyl-benzamide). Reaction SMILES: [NH2:1][C:2]1[CH:3]=[CH:4][C:5]2[O:11][CH2:10][CH2:9][C:8](=[O:12])[NH:7][C:6]=2[CH:13]=1.Cl[C:15]1[N:20]=[C:19]([NH:21][C:22]2[C:31]([F:32])=[CH:30][CH:29]=[CH:28][C:23]=2[C:24]([NH:26][CH3:27])=[O:25])[C:18]([Cl:33])=[CH:17][N:16]=1.C12(CS(O)(=O)=O)C(C)(C)C(CC1)CC2=O.C(O)(C)C>C(Cl)Cl>[Cl:33][C:18]1[C:19]([NH:21][C:22]2[C:31]([F:32])=[CH:30][CH:29]=[CH:28][C:23]=2[C:24]([NH:26][CH3:27])=[O:25])=[N:20][C:15]([NH:1][C:2]2[CH:3]=[CH:4][C:5]3[O:11][CH2:10][CH2:9][C:8](=[O:12])[NH:7][C:6]=3[CH:13]=2)=[N:16][CH:17]=1. Reported procedure: Into an 8 ml sealed tube was placed 2-Amino-6,7-dihydro-9H-5-oxa-9-aza-benzocyclohepten-8-one (0.080 g, 0.45 mmol), 2-(2,5-Dichloro-pyrimidin-4-ylamino)-3-fluoro-N-methyl-benzamide (0.16 g, 0.49 mmol), and 10-Camphorsulfonic acid (0.11 g, 0.49 mmol). Isopropyl alcohol (2 mL, 0.03 mol) was added. The reaction was microwaved at 120° C. for 40 minutes, diluted with CH2Cl2, washed with aqueous sat'd NaHCO3, dried over MgSO4, filtered, and concentrated under reduced pressure. The reaction mixture was... The reactants are CN(C)C(=O)Cl, CC(C)N1CCC(Oc2ccc3c(c2)cc(C(=O)N2CCNCC2)n3C(C)C)CC1, Cl. The product is CC(C)N1CCC(Oc2ccc3c(c2)cc(C(=O)N2CCN(C(=O)N(C)C)CC2)n3C(C)C)CC1. As a reaction SMILES: [CH3:32][N:33]([C:34](=[O:35])[Cl:36])[CH3:37].[CH:2]([CH3:3])([CH3:4])[n:5]1[c:6]([C:24](=[O:25])[N:26]2[CH2:27][CH2:28][NH:29][CH2:30][CH2:31]2)[cH:7][c:8]2[cH:9][c:10]([O:14][CH:15]3[CH2:16][CH2:17][N:18]([CH:21]([CH3:22])[CH3:23])[CH2:19][CH2:20]3)[cH:11][cH:12][c:13]12.[ClH:1]>>[CH:2]([CH3:3])([CH3:4])[n:5]1[c:6]([C:24](=[O:25])[N:26]2[CH2:27][CH2:28][N:29]([C:34]([N:33]([CH3:32])[CH3:37])=[O:35])[CH2:30][CH2:31]2)[cH:7][c:8]2[cH:9][c:10]([O:14][CH:15]3[CH2:16][CH2:17][N:18]([CH:21]([CH3:22])[CH3:23])[CH2:19][CH2:20]3)[cH:11][cH:12][c:13]12.